describe an organic reaction: reactants, conditions, products, and yield From a dataset of the Open Reaction Database (ORD), a public repository of structured organic reaction records. The reactants are OCCC[C@@]1(CCN(C(O1)=O)[C@@H](C)C1=CC=C(C=C1)B1OC(C(O1)(C)C)(C)C)C1=CC=CC=C1 ((R)-6-(3-hydroxypropyl)-6-phenyl-3-((S)-1-(4-(4,4,5,5-tetramethyl-1,3,2-dioxaborolan-2-yl)phenyl)ethyl)-1,3-oxazinan-2-one), BrC1=CC(N(C=C1)C)=O (4-bromo-1-methylpyridin-2(1H)-one), C(=O)([O-])[O-].[Cs+].[Cs+] (Cs2CO3). Reagents/catalysts: Cl[Pd]([P](C1=CC=CC=C1)(C2=CC=CC=C2)C3=CC=CC=C3)([P](C4=CC=CC=C4)(C5=CC=CC=C5)C6=CC=CC=C6)Cl (Pd(Ph3P)2Cl2). Solvent: O1CCOCC1 (1,4-dioxane). The product is C1(=CC=CC=C1)C1CCNC(O1)=O (6-phenyl-1,3-oxazinan-2-one). Yield: 128.3%. Reaction SMILES: OCCC[C@@:5]1([C:29]2[CH:34]=[CH:33][CH:32]=[CH:31][CH:30]=2)[O:10][C:9](=[O:11])[N:8]([C@H](C2C=CC(B3OC(C)(C)C(C)(C)O3)=CC=2)C)[CH2:7][CH2:6]1.BrC1C=CN(C)C(=O)C=1.C([O-])([O-])=O.[Cs+].[Cs+]>O1CCOCC1.Cl[Pd](Cl)([P](C1C=CC=CC=1)(C1C=CC=CC=1)C1C=CC=CC=1)[P](C1C=CC=CC=1)(C1C=CC=CC=1)C1C=CC=CC=1>[C:29]1([CH:5]2[O:10][C:9](=[O:11])[NH:8][CH2:7][CH2:6]2)[CH:30]=[CH:31][CH:32]=[CH:33][CH:34]=1 |f:2.3.4,^1:58,77|. Procedure: A mixture of (R)-6-(3-hydroxypropyl)-6-phenyl-3-((S)-1-(4-(4,4,5,5-tetramethyl-1,3,2-dioxaborolan-2-yl)phenyl)ethyl)-1,3-oxazinan-2-one (50 mg, 0.11 mmol) and 4-bromo-1-methylpyridin-2(1H)-one (30 mg, 0.16 mmol), Pd(Ph3P)2Cl2 (10 mg), and aq. Cs2CO3 solution (4 mL, 2 M) in 1,4-dioxane (10 mL) was stirred and heated to reflux for 2 h. When the reaction was over, the mixture was washed with water and extracted with EtOAc. The organic phase was washed with brine, dried over Na2SO4, filtered and con... The reactants are CCc1cccc(N=C=O)c1, NCCCN1Cc2ccc(F)cc2CC1Cc1ccc(F)cc1. RXN SMILES: [CH2:24]([CH3:25])[c:26]1[cH:27][c:28]([N:32]=[C:33]=[O:34])[cH:29][cH:30][cH:31]1.[F:1][c:2]1[cH:3][c:4]2[c:9]([cH:10][cH:11]1)[CH2:8][N:7]([CH2:12][CH2:13][CH2:14][NH2:15])[CH:6]([CH2:16][c:17]1[cH:18][cH:19][c:20]([F:23])[cH:21][cH:22]1)[CH2:5]2>>[F:1][c:2]1[cH:3][c:4]2[c:9]([cH:10][cH:11]1)[CH2:8][N:7]([CH2:12][CH2:13][CH2:14][NH:15][C:33]([NH:32][c:28]1[cH:27][c:26]([CH2:24][CH3:25])[cH:31][cH:30][cH:29]1)=[O:34])[CH:6]([CH2:16][c:17]1[cH:18][cH:19][c:20]([F:23])[cH:21][cH:22]1)[CH2:5]2. Product: CCc1cccc(NC(=O)NCCCN2Cc3ccc(F)cc3CC2Cc2ccc(F)cc2)c1. Starting materials: C1CCC2=NCCCN2CC1, COCCOC, CS(=O)(=O)c1nc(N)nc(-c2ccco2)c1C#N, OC1CCCCC1. Yields the product N#Cc1c(OC2CCCCC2)nc(N)nc1-c1ccco1. RXN SMILES: [CH2:26]1[CH2:27][CH2:28][C:29]2=[N:34][CH2:33][CH2:32][CH2:31][N:30]2[CH2:35][CH2:36]1.[CH3:37][O:38][CH2:39][CH2:40][O:41][CH3:42].[NH2:1][c:2]1[n:3][c:4]([S:15]([CH3:16])(=[O:17])=[O:18])[c:5]([C:13]#[N:14])[c:6](-[c:8]2[o:9][cH:10][cH:11][cH:12]2)[n:7]1.[OH:19][CH:20]1[CH2:21][CH2:22][CH2:23][CH2:24][CH2:25]1>>[NH2:1][c:2]1[n:3][c:4]([O:19][CH:20]2[CH2:21][CH2:22][CH2:23][CH2:24][CH2:25]2)[c:5]([C:13]#[N:14])[c:6](-[c:8]2[o:9][cH:10][cH:11][cH:12]2)[n:7]1. Starting materials: ClC=1C=C(C=CC1F)N1N=C(C=C1C)C(=O)N (1-(3-Chloro-4-fluorophenyl)-5-methyl-1H-pyrazole-3-carboxamide), FC(OC1=C(C=CC=C1)B(O)O)(F)F (2-trifluromethoxyphenyl boronic acid), NiCl2(dppf)2, P(=O)([O-])([O-])[O-].[K+].[K+].[K+] (potassium phosphate). The solvent is O1CCOCC1 (dioxane). Reaction conditions: temperature 95 celsius, time 16 hour. The product is FC1=CC=C(C=C1C1=C(C=CC=C1)OC(F)(F)F)N1N=C(C=C1C)C(=O)N (1-[6-fluoro-2′-(trifluoromethoxy)-1,1′-biphenyl-3-yl]-5-methyl-1H-pyrazole-3-carboxamide). Yield: 11.9%. RXN SMILES: Cl[C:2]1[CH:3]=[C:4]([N:9]2[C:13]([CH3:14])=[CH:12][C:11]([C:15]([NH2:17])=[O:16])=[N:10]2)[CH:5]=[CH:6][C:7]=1[F:8].[F:18][C:19]([F:31])([F:30])[O:20][C:21]1[CH:26]=[CH:25][CH:24]=[CH:23][C:22]=1B(O)O.P([O-])([O-])([O-])=O.[K+].[K+].[K+]>O1CCOCC1>[F:8][C:7]1[C:2]([C:22]2[CH:23]=[CH:24][CH:25]=[CH:26][C:21]=2[O:20][C:19]([F:18])([F:31])[F:30])=[CH:3][C:4]([N:9]2[C:13]([CH3:14])=[CH:12][C:11]([C:15]([NH2:17])=[O:16])=[N:10]2)=[CH:5][CH:6]=1 |f:2.3.4.5|. Procedure details: To a solution of the carboxamide (from step 2) (0.063 g, 0.2 mmol) and 2-trifluromethoxyphenyl boronic acid (0.076 g, 0.37 mmol) in dioxane (1 mL) were added NiCl2(dppf)2 (0.002 g, 1 mole %) and potassium phosphate (0.158 g, 0.74 mmol) and the mixture was stirred at 95° C. for 16 hours. After cooling, the reaction was partitioned between EtOAc and water. The organic phase was washed with saturated sodium bicarbonate, brine and then dried over sodium sulfate. The crude product, obtained upon conc... Starting materials: [H-].[Al+3].[Li+].[H-].[H-].[H-] (lithium aluminum hydride), N1C(CC2=CC=CC=C12)C(=O)OCC (ethyl indoline-2-carboxylate), O.O.O.O.O.O.O.O.O.O.S(=O)(=O)([O-])[O-].[Na+].[Na+] (sodium sulfate decahydrate). The solvent is O1CCCC1 (tetrahydrofuran), O1CCCC1 (tetrahydrofuran). Conditions: time 2 hour. Product: N1C(CC2=CC=CC=C12)CO (Indolin-2-ylmethanol). Yield: 95.4%. As a reaction SMILES: [NH:1]1[C:9]2[C:4](=[CH:5][CH:6]=[CH:7][CH:8]=2)[CH2:3][CH:2]1[C:10](OCC)=[O:11].[H-].[Al+3].[Li+].[H-].[H-].[H-].O.O.O.O.O.O.O.O.O.O.S([O-])([O-])(=O)=O.[Na+].[Na+]>O1CCCC1>[NH:1]1[C:9]2[C:4](=[CH:5][CH:6]=[CH:7][CH:8]=2)[CH2:3][CH:2]1[CH2:10][OH:11] |f:1.2.3.4.5.6,7.8.9.10.11.12.13.14.15.16.17.18.19|. Procedure details: A solution of 5.12 g of ethyl indoline-2-carboxylate (prepared as described in Preparation 1) in 20 ml of anhydrous tetrahydrofuran was added dropwise, whilst ice-cooling, to a mixture of 1.20 g of lithium aluminum hydride and 80 ml of anhydrous tetrahydrofuran, and the resulting mixture was stirred at room temperature for 2 hours. After this, an excess of sodium sulfate decahydrate was added to the mixture, which was then stirred for 20 minutes. At the end of this time, insoluble materials were... Starting materials: ClC1=C(CC=2C(=NNC2N)CC)C=CC=C1Cl (4-(2,3-dichlorobenzyl)-3-ethyl-1H-pyrazol-5-amine), O=C(CC(=O)OCC)C1=CC=NC=C1 (ethyl 3-oxo-3-(pyridin-4-yl)propanoate). The solvent is C(C)(=O)O (acetic acid), O (water). Conditions: temperature 120 celsius, time 20 hour. The product is ClC1=C(CC=2C(=NN3C2N=C(C=C3O)C3=CC=NC=C3)CC)C=CC=C1Cl (3-(2,3-dichlorobenzyl)-2-ethyl-5-(pyridin-4-yl)pyrazolo[1,5-a]pyrimidin-7-ol). Isolated yield 25.6%. Reaction SMILES: [Cl:1][C:2]1[C:16]([Cl:17])=[CH:15][CH:14]=[CH:13][C:3]=1[CH2:4][C:5]1[C:6]([CH2:11][CH3:12])=[N:7][NH:8][C:9]=1[NH2:10].O=[C:19]([C:26]1[CH:31]=[CH:30][N:29]=[CH:28][CH:27]=1)[CH2:20][C:21](OCC)=[O:22]>C(O)(=O)C.O>[Cl:1][C:2]1[C:16]([Cl:17])=[CH:15][CH:14]=[CH:13][C:3]=1[CH2:4][C:5]1[C:6]([CH2:11][CH3:12])=[N:7][N:8]2[C:21]([OH:22])=[CH:20][C:19]([C:26]3[CH:31]=[CH:30][N:29]=[CH:28][CH:27]=3)=[N:10][C:9]=12. Reported procedure: A mixture of 4-(2,3-dichlorobenzyl)-3-ethyl-1H-pyrazol-5-amine (250 mg, 0.93 mmol), ethyl 3-oxo-3-(pyridin-4-yl)propanoate (198 mg, 1.03 mmol) in acetic acid (10 mL) and water (0.5 mL) was stirred at 120° C. for 20 h, cooled and the pH was carefully adjusted to 8. The mixture was extracted with DCM (100 mL×3). The combined organic layers were dried over Na2SO4, filtered and concentrated. The residue was purified by silica gel column (PE:EA=10:1) to give the titled compound (95 mg, 26%); LC/MS: M...